The task is: describe an organic reaction: reactants, conditions, products, and yield. This data is from the Open Reaction Database (ORD), a public repository of structured organic reaction records. Reactants: COCN(C[Si](C)(C)C)CC1=CC=CC=C1 (N-(Methoxymethyl)-N-(trimethylsilylmethyl)benzylamine), C(=O)(C(F)(F)F)O (TFA), COC=1C=C2C=CC(C2=CC1)=O (5-methoxy-inden-1-one). The solvent is C(Cl)Cl (CH2Cl2). Conditions: time 3 hour. Product: C(C1=CC=CC=C1)N1CC2C(C=3C=C(C=CC3C2=O)OC)C1 (2-Benzyl-5-methoxy-2,3,3a,8a-tetrahydro-1H-2-aza-cyclopenta[a]inden-8-one). Reaction SMILES: CO[CH2:3][N:4]([CH2:10][C:11]1[CH:16]=[CH:15][CH:14]=[CH:13][CH:12]=1)[CH2:5][Si](C)(C)C.C(O)(C(F)(F)F)=O.[CH3:24][O:25][C:26]1[CH:27]=[C:28]2[C:32](=[CH:33][CH:34]=1)[C:31](=[O:35])[CH:30]=[CH:29]2>C(Cl)Cl>[CH2:10]([N:4]1[CH2:3][CH:29]2[C:28]3[CH:27]=[C:26]([O:25][CH3:24])[CH:34]=[CH:33][C:32]=3[C:31](=[O:35])[CH:30]2[CH2:5]1)[C:11]1[CH:12]=[CH:13][CH:14]=[CH:15][CH:16]=1. Procedure: N-(Methoxymethyl)-N-(trimethylsilylmethyl)benzylamine (17.3 mL, 67.6 mmol) and TFA (3.4 mL) were added to a solution of 5-methoxy-inden-1-one (5.4 g, 33.8 mmol) in CH2Cl2 (165 mL) at 0° C. The reaction was stirred for 3 hours at room temperature and quenched with saturated aqueous NaHCO3 (165 mL). The organic layer was separated, washed with brine (100 mL), dried over MgSO4, and concentrated to afford the subtitle compound, which was used without further purification. MS calculated for C19H19NO2...